From a dataset of the Open Reaction Database (ORD), a public repository of structured organic reaction records. describe an organic reaction: reactants, conditions, products, and yield The reactants are NC=1C(=NC2=CC=CC=C2C1)C (3-amino-2-methylquinoline), ClC(=O)OC1=CC=CC=C1 (phenyl chloroformate). Solvent: C(Cl)Cl (methylene chloride). Run at time 2 hour. Yields the product CC1=NC2=CC=CC=C2C=C1NC(OC1=CC=CC=C1)=O (Phenyl N-(2-methylquinolin-3-yl)carbamate). The yield is 88.0%. RXN SMILES: [NH2:1][C:2]1[C:3]([CH3:12])=[N:4][C:5]2[C:10]([CH:11]=1)=[CH:9][CH:8]=[CH:7][CH:6]=2.Cl[C:14]([O:16][C:17]1[CH:22]=[CH:21][CH:20]=[CH:19][CH:18]=1)=[O:15]>C(Cl)Cl>[CH3:12][C:3]1[C:2]([NH:1][C:14](=[O:15])[O:16][C:17]2[CH:22]=[CH:21][CH:20]=[CH:19][CH:18]=2)=[CH:11][C:10]2[C:5](=[CH:6][CH:7]=[CH:8][CH:9]=2)[N:4]=1. Procedure: 3-amino-2-methylquinoline(4 g, 25 mmol) and phenyl chloroformate(4.04 g, 25 mmol) were dissolved in methylene chloride and then was stirred at room temperature for 2 hrs. The mixture solution was concentrated under the reduced pressure to remove methylene chloride and purified by column chromatography(ethylacetate:hexane=1:10) to obtain the titled compound. The reactants are CC(=O)c1ccc2ccc3ccccc3c2c1, CC(=O)c1ccc2c(ccc3ccccc32)c1. The product is O=C(O)c1ccc2ccc3ccccc3c2c1. RXN SMILES: [C:18]([CH3:19])(=[O:20])[c:21]1[cH:22][cH:23][c:24]2[cH:25][cH:26][c:27]3[cH:28][cH:29][cH:30][cH:31][c:32]3[c:33]2[cH:34]1.[C:1]([c:2]1[cH:4][cH:5][c:6]2[c:7]3[c:8]([cH:9][cH:10][cH:11][cH:12]3)[cH:13][cH:14][c:15]2[cH:16]1)(=[O:3])[CH3:17]>>[OH:3][C:18](=[O:20])[c:21]1[cH:22][cH:23][c:24]2[cH:25][cH:26][c:27]3[cH:28][cH:29][cH:30][cH:31][c:32]3[c:33]2[cH:34]1. Starting materials: ice water, B(Br)(Br)Br (boron tribromide), FC1=C(C(=CC=C1)OC)CCC (1-fluoro-3-methoxy-2-propyl-benzene). Solvent: ClCCl (dichloromethane), ClCCl (dichloromethane). Reaction conditions: time 10 minute. Product: FC=1C(=C(C=CC1)O)CCC (3-fluoro-2-propyl-phenol). Isolated yield 559.8%. Reaction SMILES: B(Br)(Br)Br.[F:5][C:6]1[CH:11]=[CH:10][CH:9]=[C:8]([O:12]C)[C:7]=1[CH2:14][CH2:15][CH3:16]>ClCCl>[F:5][C:6]1[C:7]([CH2:14][CH2:15][CH3:16])=[C:8]([OH:12])[CH:9]=[CH:10][CH:11]=1. Reported procedure: 24 ml (24 mmol) of a 1M boron tribromide solution in dichloromethane were added at -78° to a solution of 3.36 mmol (20 mmol) of 1-fluoro-3-methoxy-2-propyl-benzene in 25 ml of dichloromethane and the mixture was stirred for 10 minutes. After warming to room temperature the mixture was poured cautiously on to 100 ml of ice-water and extracted twice with 250 ml of dichloromethane each time. After drying over sodium sulfate concentration was carried out in a vacuum. The crude product obtained was p... The reactants are N#N (N2), ClC1=NN=C(C2=CC=C(C=C12)OC)CC1=C(C=NC=C1Cl)Cl (4-chloro-(3,5-dichloro-pyridin-4-ylmethyl)-6-methoxy-phthalazine), N1CCOCC1 (morpholine). Solvent: CN(C)C=O (DMF). Conditions: temperature 100 celsius, time 14 hour. Yields the product ClC=1C=NC=C(C1CC1=NN=C(C2=CC(=CC=C12)OC)N1CCOCC1)Cl (1(3,5-Dichloro-pyridin-4-ylmethyl)-6-methoxy-4-morpholin-4-yl-phthalazine). Yield: 78.7%. Reaction SMILES: N#N.Cl[C:4]1[C:13]2[C:8](=[CH:9][CH:10]=[C:11]([O:14][CH3:15])[CH:12]=2)[C:7]([CH2:16][C:17]2[C:22]([Cl:23])=[CH:21][N:20]=[CH:19][C:18]=2[Cl:24])=[N:6][N:5]=1.[NH:25]1[CH2:30][CH2:29][O:28][CH2:27][CH2:26]1>CN(C=O)C>[Cl:24][C:18]1[CH:19]=[N:20][CH:21]=[C:22]([Cl:23])[C:17]=1[CH2:16][C:7]1[C:8]2[C:13](=[CH:12][C:11]([O:14][CH3:15])=[CH:10][CH:9]=2)[C:4]([N:25]2[CH2:30][CH2:29][O:28][CH2:27][CH2:26]2)=[N:5][N:6]=1. Procedure details: A solution under stirring and dry N2 of 4-chloro-(3,5-dichloro-pyridin-4-ylmethyl)-6-methoxy-phthalazine (1 g, 2.82 mmoles), prepared as described in example 45, in DMF (25 ml), at room temperature, was added with morpholine (0.73 g, 8.46 mmoles) and the temperature was raised to 100° C. After 14 hours the whole was brought to dryness and the solid partitioned between water and CH2Cl2. The organic phase was washed with water, anhydrified and brought to dryness to give a solid which was flash chr... Procedure details: A 2 L polyethylene bottle was equipped with a magnetic stirrer, thermometer, dry ice/acetone bath and a stream of argon gas. Anhydrous pyridine (750 mL) was added and the solution was cooled to −20° C. To this was added 70% hydrogen fluoride in pyridine (500 mL). 2,6-diaminopurine riboside (1,2-aminoadenosine, 105 g, 0.372 mol, R.I. Chemical, Orange, Calif., Reliable Biopharmaceuticals, St. Louis, Mo.) was suspended in the liquid. Tert-butylnitrite (90 mL, 0.76 mol) was added in one portion and ... RXN SMILES: [FH:1].[CH:2]1[N:6]([CH:7]2[O:11][CH:10]([CH2:12][OH:13])[CH:9]([OH:14])[CH:8]2[OH:15])[C:5]2[N:16]=[C:17](N)[N:18]=[C:19]([NH2:20])[C:4]=2[N:3]=1.C(ON=O)(C)(C)C.C(=O)(O)[O-].[Na+].C(=O)=O>N1C=CC=CC=1.O.C(OCC)(=O)C.C(OCC)(=O)C.CO>[F:1][C:17]1[N:18]=[C:19]([NH2:20])[C:4]2[N:3]=[CH:2][N:6]([C:5]=2[N:16]=1)[C@@H:7]1[O:11][C@H:10]([CH2:12][OH:13])[C@@H:9]([OH:14])[C@H:8]1[OH:15] |f:3.4,9.10|. Run in C(C)(=O)OCC (Ethyl acetate), O (water), C(C)(=O)OCC.CO (ethyl acetate methanol), N1=CC=CC=C1 (pyridine), N1=CC=CC=C1 (pyridine). The reactants are C(C[*:2])[*:1] (polyethylene), C([O-])(O)=O.[Na+] (Sodium bicarbonate), C(C)(C)(C)ON=O (Tert-butylnitrite), F (hydrogen fluoride), C1=NC2=C(N1C3C(C(C(O3)CO)O)O)N=C(N=C2N)N (2,6-diaminopurine riboside), C(=O)=O (carbon dioxide). Conditions: temperature -20 celsius. Yields the product FC=1N=C(C=2N=CN([C@H]3[C@H](O)[C@H](O)[C@@H](CO)O3)C2N1)N (2-fluoroadenosine). Starting materials: FC(C1(OC(C(O1)CCC#N)CCC#N)C(F)(F)F)(F)F (2,2-Bis(Trifluoromethyl)-4,5-Di(2--Cyanoethyl)-1,3-Dioxolane), N (ammonia), [H][H] (hydrogen), [H][H] (hydrogen). The reagents and catalysts are [Co] (Cobalt), [Cr].[Co] (Hastelloy-C). The solvent is O1CCCC1 (tetrahydrofuran). Yields the product FC(C1(OC(C(O1)CCCN)CCCN)C(F)(F)F)(F)F (2,2-Bis(Trifluoromethyl)-4,5-Di(3-Aminopropyl)-1,3-Dioxolane). Isolated yield 42.8%. RXN SMILES: [F:1][C:2]([F:21])([F:20])[C:3]1([C:16]([F:19])([F:18])[F:17])[O:7][CH:6]([CH2:8][CH2:9][C:10]#[N:11])[CH:5]([CH2:12][CH2:13][C:14]#[N:15])[O:4]1.N.[H][H]>[Co].[Cr].[Co].O1CCCC1>[F:21][C:2]([F:1])([F:20])[C:3]1([C:16]([F:17])([F:18])[F:19])[O:4][CH:5]([CH2:12][CH2:13][CH2:14][NH2:15])[CH:6]([CH2:8][CH2:9][CH2:10][NH2:11])[O:7]1 |f:4.5|. Reported procedure: The compound of Example 56 (9.72 g, 0.031 mole) was mixed with tetrahydrofuran (60 ml), Raney-Cobalt (2.8 g) and ammonia (12 g, 0.706 mole) in a 360 ml Hastelloy-C Shaker tube. The tube was pressurized with hydrogen to 500 psi at room temperature. The tube was then heated at 110° C. for 18 hrs while the hydrogen pressure was adjusted to 1500 psi under the reaction process. The product mixture was filtered first, then was distilled to give the desired product 4.3 g as a clear, colorless liquid. B... Starting materials: ClC1=NC=CC(=C1)C#CC=1N=C(NC1)C (2-chloro-4-(2-methyl-1H-imidazol-4-ylethynyl)-pyridine), ClC=1C=C(C=CC1F)B(O)O (3-chloro-4-fluoro-benzene boronic acid). Product: ClC1=NC=CC(=C1)C#CC=1N=C(N(C1)C1=CC(=C(C=C1)F)Cl)C (2-Chloro-4-[1-(3-chloro-4-fluoro-phenyl)-2-methyl-1H-imidazol-4-ylethynyl]-pyridine). RXN SMILES: [Cl:1][C:2]1[CH:7]=[C:6]([C:8]#[C:9][C:10]2[N:11]=[C:12]([CH3:15])[NH:13][CH:14]=2)[CH:5]=[CH:4][N:3]=1.[Cl:16][C:17]1[CH:18]=[C:19](B(O)O)[CH:20]=[CH:21][C:22]=1[F:23]>>[Cl:1][C:2]1[CH:7]=[C:6]([C:8]#[C:9][C:10]2[N:11]=[C:12]([CH3:15])[N:13]([C:19]3[CH:20]=[CH:21][C:22]([F:23])=[C:17]([Cl:16])[CH:18]=3)[CH:14]=2)[CH:5]=[CH:4][N:3]=1. Procedure details: The title compound, MS: m/e=347.2 (M+H+), was prepared in accordance with the general method of example 7 from 2-chloro-4-(2-methyl-1H-imidazol-4-ylethynyl)-pyridine and 3-chloro-4-fluoro-benzene boronic acid. The reactants are C[Mg]Br (methylmagnesium bromide), FC1=C(C(=O)N(C)OC)C=CC(=N1)F (2,6-difluoro-N-methoxy-N-methylnicotinamide), [Cl-].[NH4+] (ammonium chloride), C(C)(=O)OCC (ethyl acetate). Solvent: C1CCOC1 (THF), O1CCCC1 (tetrahydrofuran). The product is FC1=NC(=CC=C1C(C)=O)F (1-(2,6-difluoropyridin-3-yl)ethanone). Reaction SMILES: C[Mg]Br.[F:4][C:5]1[N:16]=[C:15]([F:17])[CH:14]=[CH:13][C:6]=1[C:7](N(OC)C)=[O:8].[Cl-].[NH4+].[C:20](OCC)(=O)C>C1COCC1>[F:4][C:5]1[C:6]([C:7](=[O:8])[CH3:20])=[CH:13][CH:14]=[C:15]([F:17])[N:16]=1 |f:2.3|. Procedure: A solution of methylmagnesium bromide in THF (0.96 M, 88.1 mL) was added to a solution of 2,6-difluoro-N-methoxy-N-methylnicotinamide (7.01 g) in tetrahydrofuran (180 mL) under ice-cooling, and the reaction solution was stirred under ice-cooling for two hours. A saturated ammonium chloride solution and ethyl acetate were added to the reaction solution under ice-cooling, and the organic layer was separated. The organic layer was washed with brine and dried over anhydrous magnesium sulfate. The so...